The task is: describe an organic reaction: reactants, conditions, products, and yield. This data is from the Open Reaction Database (ORD), a public repository of structured organic reaction records. Starting materials: OC[C@H]1N(C(OC1)=O)C1=CC=C(C=C1)C(=O)N1CCN(CC1)C1=NC(=C(C=C1C)C)C ((R)-4-hydroxymethyl-3-{4-[4-(3,5,6-trimethylpyridin-2-yl)piperazine-1-carbonyl]phenyl}-oxazolidin-2-one), BrCCOC (1-bromo-2-methoxyethane). Yields the product COCCOC[C@H]1N(C(OC1)=O)C1=CC=C(C=C1)C(=O)N1CCN(CC1)C1=NC(=C(C=C1C)C)C ((R)-4-(2-methoxyethoxymethyl)-3-{4-[4-(3,5,6-trimethylpyridin-2-yl)piperazine-1-carbonyl]phenyl}oxazolidin-2-one). Isolated yield 37.1%. As a reaction SMILES: [OH:1][CH2:2][C@@H:3]1[CH2:7][O:6][C:5](=[O:8])[N:4]1[C:9]1[CH:14]=[CH:13][C:12]([C:15]([N:17]2[CH2:22][CH2:21][N:20]([C:23]3[C:28]([CH3:29])=[CH:27][C:26]([CH3:30])=[C:25]([CH3:31])[N:24]=3)[CH2:19][CH2:18]2)=[O:16])=[CH:11][CH:10]=1.Br[CH2:33][CH2:34][O:35][CH3:36]>>[CH3:36][O:35][CH2:34][CH2:33][O:1][CH2:2][C@@H:3]1[CH2:7][O:6][C:5](=[O:8])[N:4]1[C:9]1[CH:14]=[CH:13][C:12]([C:15]([N:17]2[CH2:18][CH2:19][N:20]([C:23]3[C:28]([CH3:29])=[CH:27][C:26]([CH3:30])=[C:25]([CH3:31])[N:24]=3)[CH2:21][CH2:22]2)=[O:16])=[CH:11][CH:10]=1. Reported procedure: By reaction and treatment in the same manner as in Preparation Example 93 and using (R)-4-hydroxymethyl-3-{4-[4-(3,5,6-trimethylpyridin-2-yl)piperazine-1-carbonyl]phenyl}-oxazolidin-2-one (424 mg) described in Example 294 and 1-bromo-2-methoxyethane (167 mg), the title compound (179 mg) was obtained. Reactants: CSC1=C2NC=NC2=NC=N1 (6-methylmercaptopurine), C(C)(=O)O[C@H]1C(O[C@@H]([C@H]1OC(C)=O)COC(C)=O)Cl (2,3,5-tri-O-acetyl-D-ribo-furanosyl chloride), mercuric chloride. Yields the product CSC1=NC=NC2=C1N=CN2[C@H]3[C@@H]([C@@H]([C@H](O3)CO)O)O (6-methylmercaptopurine riboside), [C@@H]1([C@H](O)[C@H](O)[C@@H](CO)O1)N1C=NC=2C(S)=NC=NC12 (6-thioinosine). As a reaction SMILES: [CH3:1][S:2][C:3]1[N:11]=[CH:10][N:9]=[C:8]2[C:4]=1[NH:5][CH:6]=[N:7]2.C([O:15][C@@H:16]1[C@H:20]([O:21]C(=O)C)[C@@H:19]([CH2:25][O:26]C(=O)C)[O:18][CH:17]1Cl)(=O)C>>[CH3:1][S:2][C:3]1[C:4]2[N:5]=[CH:6][N:7]([C@@H:17]3[O:18][C@H:19]([CH2:25][OH:26])[C@@H:20]([OH:21])[C@H:16]3[OH:15])[C:8]=2[N:9]=[CH:10][N:11]=1.[C@@H:17]1([N:7]2[C:8]3[N:9]=[CH:10][N:11]=[C:3]([SH:2])[C:4]=3[N:5]=[CH:6]2)[O:18][C@H:19]([CH2:25][OH:26])[C@@H:20]([OH:21])[C@H:16]1[OH:15]. Procedure: 6-Methylmercaptopurine riboside is synthesized by condensing 6-methylmercaptopurine with 2,3,5-tri-O-acetyl-D-ribo-furanosyl chloride using the catalyst mercuric chloride followed by deacetylation. Alternatively, 6-methylmercaptopurine riboside can be produced directly by methylation of 6-thioinosine (Fox, J. J. et al., J. Am. Chem. Soc. 80: 1669, 1958). Reactants: solution, C1(=CC=C(C=C1)S(=O)(=O)O)C (4-toluenesulfonic acid), C1(CC1)NC(C1=CC(=C(C=C1)C)N1C=NC2=CC=C(C=C2C1=O)SCCN(C)C)=O (N-cyclopropyl-3-[6-{[2-(dimethylamino)ethyl]thio}-4-oxoquinazolin-3(4H)-yl]-4-methylbenzamide). The solvent is C(C)(=O)OCC (ethyl acetate). The product is C1(=CC=C(C=C1)S(=O)(=O)O)C.C1(CC1)NC(C1=CC(=C(C=C1)C)N1C=NC2=CC=C(C=C2C1=O)SCCN(C)C)=O (N-Cyclopropyl-3-[6-{[2-(dimethylamino)ethyl]thio}-4-oxoquinazolin-3(4H)-yl]-4-methylbenzamide 4-toluenesulfonate salt). Reaction SMILES: [C:1]1([CH3:11])[CH:6]=[CH:5][C:4]([S:7]([OH:10])(=[O:9])=[O:8])=[CH:3][CH:2]=1.[CH:12]1([NH:15][C:16](=[O:41])[C:17]2[CH:22]=[CH:21][C:20]([CH3:23])=[C:19]([N:24]3[C:33](=[O:34])[C:32]4[C:27](=[CH:28][CH:29]=[C:30]([S:35][CH2:36][CH2:37][N:38]([CH3:40])[CH3:39])[CH:31]=4)[N:26]=[CH:25]3)[CH:18]=2)[CH2:14][CH2:13]1>C(OCC)(=O)C>[C:1]1([CH3:11])[CH:2]=[CH:3][C:4]([S:7]([OH:10])(=[O:8])=[O:9])=[CH:5][CH:6]=1.[CH:12]1([NH:15][C:16](=[O:41])[C:17]2[CH:22]=[CH:21][C:20]([CH3:23])=[C:19]([N:24]3[C:33](=[O:34])[C:32]4[C:27](=[CH:28][CH:29]=[C:30]([S:35][CH2:36][CH2:37][N:38]([CH3:40])[CH3:39])[CH:31]=4)[N:26]=[CH:25]3)[CH:18]=2)[CH2:14][CH2:13]1 |f:3.4|. Procedure details: Using an analogous procedure to that described in Example 45, a 0.1N solution of 4-toluenesulfonic acid in ethyl acetate was reacted N-cyclopropyl-3-[6-{[2-(dimethylamino)ethyl]thio}-4-oxoquinazolin-3(4H)-yl]-4-methylbenzamide to gave the title compound; NMR Spectrum: (DMSOd6) 0.57 (m, 2H), 0.71 (m, 2H), 2.15 (s, 3H), 2.29 (s, 3H), 2.83 (s, 6H), 2.87 (m, 1H), 3.28 (m, 2H), 3.46 (m, 2H), 7.11 (d, 2H), 7.49 (d, 2H), 7.54 (d, 1H), 7.79 (d, 1H), 7.84 (d, 1H), 7.93 (m, 2H), 8.15 (d, 1H), 8.32 (s, 1H)... The reactants are C1CCOC1, CCOC(C)=O, Cl, NC(=O)C1CCCN(c2ccc(F)cc2[N+](=O)[O-])C1, [H][H]. The product is Cl, NC(=O)C1CCCN(c2ccc(F)cc2N)C1. RXN SMILES: [CH2:23]1[O:24][CH2:25][CH2:26][CH2:27]1.[CH3:28][CH2:29][O:30][C:31](=[O:32])[CH3:33].[ClH:22].[F:1][c:2]1[cH:3][c:4]([N+:17]([O-:18])=[O:19])[c:5]([N:8]2[CH2:9][CH:10]([C:14](=[O:15])[NH2:16])[CH2:11][CH2:12][CH2:13]2)[cH:6][cH:7]1.[H:20][H:21]>>[ClH:22].[F:1][c:2]1[cH:3][c:4]([NH2:17])[c:5]([N:8]2[CH2:9][CH:10]([C:14](=[O:15])[NH2:16])[CH2:11][CH2:12][CH2:13]2)[cH:6][cH:7]1. Reactants: N1CCC(CC1)C1=NC2=CC=CC=C2N=C1 (2-Piperidine-4-ylquinoxaline), FC1=CC=C(C=C1)C=1C(=NC=2N(C1)C=CN2)C2=CC=C(C=O)C=C2 (4-[6-(4-fluorophenyl)-imidazo[1,2-a]pyrimidin-7-yl]-benzaldehyde). The product is FC1=CC=C(C=C1)C=1C(=NC=2N(C1)C=CN2)C2=CC=C(CN1CCC(CC1)C1=NC3=CC=CC=C3N=C1)C=C2 (2-(1-{4-[6-(4-fluorophenyl)-imidazo[1,2-a]pyrimidin-7-yl]-benzyl}-piperidine-4-yl)-quinoxaline). Reaction SMILES: [NH:1]1[CH2:6][CH2:5][CH:4]([C:7]2[CH:16]=[N:15][C:14]3[C:9](=[CH:10][CH:11]=[CH:12][CH:13]=3)[N:8]=2)[CH2:3][CH2:2]1.[F:17][C:18]1[CH:23]=[CH:22][C:21]([C:24]2[C:25]([C:33]3[CH:40]=[CH:39][C:36]([CH:37]=O)=[CH:35][CH:34]=3)=[N:26][C:27]3[N:28]([CH:30]=[CH:31][N:32]=3)[CH:29]=2)=[CH:20][CH:19]=1>>[F:17][C:18]1[CH:19]=[CH:20][C:21]([C:24]2[C:25]([C:33]3[CH:40]=[CH:39][C:36]([CH2:37][N:1]4[CH2:2][CH2:3][CH:4]([C:7]5[CH:16]=[N:15][C:14]6[C:9](=[CH:10][CH:11]=[CH:12][CH:13]=6)[N:8]=5)[CH2:5][CH2:6]4)=[CH:35][CH:34]=3)=[N:26][C:27]3[N:28]([CH:30]=[CH:31][N:32]=3)[CH:29]=2)=[CH:22][CH:23]=1. Procedure details: The compound is prepared in analogy to example 33.0. 216 mg (0.756 mmol) 2-Piperidine-4-ylquinoxaline are reacted with 200 mg (0.63 mmol) 4-[6-(4-fluorophenyl)-imidazo[1,2-a]pyrimidin-7-yl]-benzaldehyde. After the usual work-up and purification 201 mg (58.9%) of the title compound are obtained. Reactants: [Cl-].CC1(OB(OC1(C)C)C=1CC[NH2+]CC1)C (4-(4,4,5,5-tetramethyl-1,3,2-dioxaborolan-2-yl)-1,2,3,6-tetrahydropyridinium chloride), C(C)N(C(C)C)C(C)C (N-ethyldiisopropylamine), CS(=O)(=O)Cl (methanesulfonyl chloride). Solvent: ClCCl (dichloromethane). Conditions: time 12 hour. Product: CS(=O)(=O)N1CCC(=CC1)B1OC(C(O1)(C)C)(C)C (1-(Methylsulfonyl)-4-(4,4,5,5-tetramethyl-1,3,2-dioxaborolan-2-yl)-1,2,3,6-tetrahydropyridine). RXN SMILES: [Cl-].[CH3:2][C:3]1([CH3:16])[C:7]([CH3:9])([CH3:8])[O:6][B:5]([C:10]2[CH2:11][CH2:12][NH2+:13][CH2:14][CH:15]=2)[O:4]1.C(N(C(C)C)C(C)C)C.[CH3:26][S:27](Cl)(=[O:29])=[O:28]>ClCCl>[CH3:26][S:27]([N:13]1[CH2:12][CH:11]=[C:10]([B:5]2[O:4][C:3]([CH3:16])([CH3:2])[C:7]([CH3:8])([CH3:9])[O:6]2)[CH2:15][CH2:14]1)(=[O:29])=[O:28] |f:0.1|. Procedure: To a cooled (0° C.) solution of 4-(4,4,5,5-tetramethyl-1,3,2-dioxaborolan-2-yl)-1,2,3,6-tetrahydropyridinium chloride (8 g) and N-ethyldiisopropylamine (12 mL) in dichloromethane (100 mL) is added dropwise methanesulfonyl chloride (3 mL). The mixture is stirred for 12 hours at room temperature. The mixture is partitioned between dichloromethane and 0.1 M hydrochloric acid. The organic phase is separated, washed with brine and dried (MgSO4). The solvent is evaporated and the residue is crystalliz...